Dataset: the Open Reaction Database (ORD), a public repository of structured organic reaction records. Task: describe an organic reaction: reactants, conditions, products, and yield Starting materials: C(C)I (Ethyl iodide), COC=1C=C2CCN=CC2=C(C1)OC (6,8-dimethoxy-3,4-dihydroisoquinoline). Run in C(C)#N (acetonitrile). Reaction conditions: time 20 hour. Yields the product [I-].C(C)[N+]1=CC2=C(C=C(C=C2CC1)OC)OC (2-Ethyl-6,8-dimethoxy-3,4-dihydroisoquinolinium iodide). Yield: 59.0%. Reaction SMILES: [CH2:1]([I:3])[CH3:2].[CH3:4][O:5][C:6]1[CH:7]=[C:8]2[C:13](=[C:14]([O:16][CH3:17])[CH:15]=1)[CH:12]=[N:11][CH2:10][CH2:9]2>C(#N)C>[I-:3].[CH2:10]([N+:11]1[CH2:2][CH2:1][C:8]2[C:13](=[C:14]([O:16][CH3:17])[CH:15]=[C:6]([O:5][CH3:4])[CH:7]=2)[CH:12]=1)[CH3:9] |f:3.4|. Procedure details: Ethyl iodide (0.6 mL, 7.32 mmol) was added to a solution of 6,8-dimethoxy-3,4-dihydroisoquinoline (700 mg, 3.66 mmol) in acetonitrile (15 mL) and the mixture was left to stir in the dark for 20 h. The resultant precipitate was collected by filtration, washed with acetonitrile and left to air dry to afford the title compound as a yellow solid (750 mg, 95%). 1H NMR (CD3OD, 300 MHz): 8.96 (s, 1H), 6.63 (d, J=2.2 Hz, 1H), 6.61 (d, J=2.2 Hz, 1H), 4.02-3.88 (m, 7H), 3.18 (t, J=7.9 Hz, 2H), 2.03 (s, 5H... The reactants are [H-].[Na+] (sodium hydride), ClC=CCCl (1,3-dichloropropene), [I-].[Na+] (sodium iodide), C(C=CC1=CC=CC=C1)NC(C(F)(F)F)=O (N-cinnamyltrifluoroacetamide). Solvent: CN(P(N(C)C)(N(C)C)=O)C (HMPT), CN(P(N(C)C)(N(C)C)=O)C (HMPT), O (water), CN(P(N(C)C)(N(C)C)=O)C (hexamethylphosphoric acid triamide). Conditions: time 16 hour. Yields the product ClC=CCN(C(C(F)(F)F)=O)CC=CC1=CC=CC=C1 (N-(3-chloro-2-propenyl)-N-cinnamyl-trifluoroacetamide). As a reaction SMILES: [CH2:1]([NH:10][C:11](=[O:16])[C:12]([F:15])([F:14])[F:13])[CH:2]=[CH:3][C:4]1[CH:9]=[CH:8][CH:7]=[CH:6][CH:5]=1.[H-].[Na+].[Cl:19][CH:20]=[CH:21][CH2:22]Cl.[I-].[Na+]>CN(C)P(=O)(N(C)C)N(C)C.O>[Cl:19][CH:20]=[CH:21][CH2:22][N:10]([CH2:1][CH:2]=[CH:3][C:4]1[CH:9]=[CH:8][CH:7]=[CH:6][CH:5]=1)[C:11](=[O:16])[C:12]([F:14])([F:15])[F:13] |f:1.2,4.5|. Procedure: A solution of 250 g of N-cinnamyltrifluoroacetamide in 1 liter of hexamethylphosphoric acid triamide (HMPT) is added dropwise with ice-cooling and stirring under a nitrogen atmosphere, to a suspension of 27 g of sodium hydride in 400 ml of HMPT. After the evolution of gas has ceased, a solution of 130 g of 1,3-dichloropropene and 1 g of sodium iodide in 1 liter of HMPT is added dropwise and the mixture stirred for 16 hours at room temperature. The reaction mixture is then poured on to water and ... Starting materials: CCOC(=O)/N=N/C(=O)OCC (Diethylazodicarboxylate), BrC1=C(C(=CC(=C1)C1=C2C=CC=CC2=C(C2=C1C1=C(S2)C=CC=C1)Br)Br)O (2,6-dibromo-4-(6-bromo-benzo [b]naphtho[2,3-d]thiophen-11-yl)-phenol), O[C@H](C(=O)OC)CC1=CC=CC=C1 ((S)-2-hydroxy-3-phenylpropionic acid, methyl ester), C1(=CC=CC=C1)P(C1=CC=CC=C1)C1=CC=CC=C1 (triphenylphosphine). The solvent is C1=CC=CC=C1 (benzene), ClCCl (dichloromethane). Reaction conditions: temperature 80 celsius. Product: BrC1=C(O[C@@H](C(=O)OC)CC2=CC=CC=C2)C(=CC(=C1)C1=C2C=CC=CC2=C(C2=C1C1=C(S2)C=CC=C1)Br)Br ((R)-2-[2,6-Dibromo-4-(6-bromo-benzo[b]naphtho[2,3-d]thiophen-11-yl)-phenoxy]-3-phenyl-propionic acid, methyl ester). The yield is 90.4%. RXN SMILES: CCOC(/N=N/C(OCC)=O)=O.[Br:13][C:14]1[CH:19]=[C:18]([C:20]2[C:29]3[C:30]4[CH:36]=[CH:35][CH:34]=[CH:33][C:31]=4[S:32][C:28]=3[C:27]([Br:37])=[C:26]3[C:21]=2[CH:22]=[CH:23][CH:24]=[CH:25]3)[CH:17]=[C:16]([Br:38])[C:15]=1[OH:39].O[C@@H:41]([CH2:46][C:47]1[CH:52]=[CH:51][CH:50]=[CH:49][CH:48]=1)[C:42]([O:44][CH3:45])=[O:43].C1(P(C2C=CC=CC=2)C2C=CC=CC=2)C=CC=CC=1>ClCCl.C1C=CC=CC=1>[Br:38][C:16]1[CH:17]=[C:18]([C:20]2[C:29]3[C:30]4[CH:36]=[CH:35][CH:34]=[CH:33][C:31]=4[S:32][C:28]=3[C:27]([Br:37])=[C:26]3[C:21]=2[CH:22]=[CH:23][CH:24]=[CH:25]3)[CH:19]=[C:14]([Br:13])[C:15]=1[O:39][C@H:41]([CH2:46][C:47]1[CH:52]=[CH:51][CH:50]=[CH:49][CH:48]=1)[C:42]([O:44][CH3:45])=[O:43]. Reported procedure: Diethylazodicarboxylate (0.437 mL, 2.74 mmol) was added dropwise to a stirred, room temperature suspension of 2,6-dibromo-4-(6-bromo-benzo [b]naphtho[2,3-d]thiophen-11-yl)-phenol (1.00 g, 1.83 mmol), (S)-2-hydroxy-3-phenylpropionic acid, methyl ester (0.494 g, 2.74 mmol), triphenylphosphine (0.72 g, 2.74 mmol) and benzene (12 mL) under a dry nitrogen atmosphere. Dissolution occurred and the solution was heated in an 80° C. oil bath for 3.5 h. Upon cooling to room temperature, the reaction mixtur... Starting materials: C(C)(C)(C)OC(=O)N1CCN(CC1)C=1NC(C=2N(C=NC2N1)CC(=O)OCC)=O (4-(7-ethoxycarbonylmethyl-6-oxo-6,7-dihydro-1H-purin-2-yl)-piperazine-1-carboxylic acid tert-butyl ester), O=P(Cl)(Cl)Cl (POCl3). Conditions: temperature 80 celsius. The product is C(C)OC(CN1C=NC2=NC(=NC(=C12)Cl)N1CCNCC1)=O ((6-chloro-2-piperazin-1-yl-purin-7-yl)-acetic acid ethyl ester). RXN SMILES: C(OC([N:8]1[CH2:13][CH2:12][N:11]([C:14]2[NH:15][C:16](=O)[C:17]3[N:18]([CH2:23][C:24]([O:26][CH2:27][CH3:28])=[O:25])[CH:19]=[N:20][C:21]=3[N:22]=2)[CH2:10][CH2:9]1)=O)(C)(C)C.O=P(Cl)(Cl)[Cl:32]>>[CH2:27]([O:26][C:24](=[O:25])[CH2:23][N:18]1[C:17]2[C:21](=[N:22][C:14]([N:11]3[CH2:12][CH2:13][NH:8][CH2:9][CH2:10]3)=[N:15][C:16]=2[Cl:32])[N:20]=[CH:19]1)[CH3:28]. Procedure: A mixture of 0.6 g of 4-(7-ethoxycarbonylmethyl-6-oxo-6,7-dihydro-1H-purin-2-yl)-piperazine-1-carboxylic acid tert-butyl ester, 4 in 20 mL of POCl3 was heated to 80° C. for 4 h. The excess POCl3 was removed by concentration in vacuo. The residue was poured into ice water. The pH was adjusted by 5N NaOH. The solution was extracted with methylene chloride. The organic phase was concentrated in vacuo to afford 5. Reactants: CSC=1N=NC2=C(N1)N=C(NC2=O)C2=C(C=CC=C2)OCCC (3-methylthio-8-oxo-6-(2-propoxyphenyl)-7,8-dihydropyrimido[4,5-e][1,2,4]triazine), N (ammonia). Yields the product NC=1N=NC2=C(N1)N=C(NC2=O)C2=C(C=CC=C2)OCCC (3-Amino- 8-oxo-6 -(2-propoxyphenyl)-7,8-dihydropyrimido[4,5-e][1,2,4]triazine). RXN SMILES: CS[C:3]1[N:4]=[N:5][C:6]2[C:12](=[O:13])[NH:11][C:10]([C:14]3[CH:19]=[CH:18][CH:17]=[CH:16][C:15]=3[O:20][CH2:21][CH2:22][CH3:23])=[N:9][C:7]=2[N:8]=1.[NH3:24]>>[NH2:24][C:3]1[N:4]=[N:5][C:6]2[C:12](=[O:13])[NH:11][C:10]([C:14]3[CH:19]=[CH:18][CH:17]=[CH:16][C:15]=3[O:20][CH2:21][CH2:22][CH3:23])=[N:9][C:7]=2[N:8]=1. Reported procedure: In a similar manner to that described in Example 10, 3-methylthio-8-oxo-6-(2-propoxyphenyl)-7,8-dihydropyrimido[4,5-e][1,2,4]triazine (1.42 g) was reacted with ethanolic ammonia (70 ml) for 20 hours to give the crude title compound, (0.80 g) which together with another sample (0.17 g), similarly prepared, was recrystallised from ethanol to afford the title compound, 0.54 g, m.p. 255°-256° C. Reactants: Cl (HCl), aqueous solution, [OH-].[Na+] (NaOH), C1CCOC1 (THF), ClC=1C=C(C=C(C1)C(NC1=CC=C(C=C1)C1=CC=C(C=C1)Cl)=O)C=1C=CC(=NC1)C(=O)NCCC(=O)OCC (ethyl 3-(5-(3-chloro-5-((4′-chloro-[1,1′-biphenyl]-4-yl)carbamoyl)phenyl)picolinamido)propanoate). Solvent: CO (MeOH). The product is ClC=1C=C(C=C(C1)C(NC1=CC=C(C=C1)C1=CC=C(C=C1)Cl)=O)C=1C=CC(=NC1)C(=O)NCCC(=O)O (3-(5-(3-chloro-5-((4′-chloro-[1,1′-biphenyl]-4-yl)carbamoyl)phenyl)picolinamido)propanoic acid). RXN SMILES: [OH-].[Na+].C1COCC1.[Cl:8][C:9]1[CH:10]=[C:11]([C:31]2[CH:32]=[CH:33][C:34]([C:37]([NH:39][CH2:40][CH2:41][C:42]([O:44]CC)=[O:43])=[O:38])=[N:35][CH:36]=2)[CH:12]=[C:13]([C:15](=[O:30])[NH:16][C:17]2[CH:22]=[CH:21][C:20]([C:23]3[CH:28]=[CH:27][C:26]([Cl:29])=[CH:25][CH:24]=3)=[CH:19][CH:18]=2)[CH:14]=1.Cl>CO>[Cl:8][C:9]1[CH:10]=[C:11]([C:31]2[CH:32]=[CH:33][C:34]([C:37]([NH:39][CH2:40][CH2:41][C:42]([OH:44])=[O:43])=[O:38])=[N:35][CH:36]=2)[CH:12]=[C:13]([C:15](=[O:30])[NH:16][C:17]2[CH:22]=[CH:21][C:20]([C:23]3[CH:24]=[CH:25][C:26]([Cl:29])=[CH:27][CH:28]=3)=[CH:19][CH:18]=2)[CH:14]=1 |f:0.1|. Reported procedure: A 1M aqueous solution of NaOH (2.0 mL, 2.0 mmol) was added to a THF (1 mL) and MeOH (5 mL) solution of ethyl 3-(5-(3-chloro-5-((4′-chloro-[1,1′-biphenyl]-4-yl)carbamoyl)phenyl)picolinamido)propanoate (40 mg, 0.07 mmol) and the resulting mixture was stirred at room temperature. After 16 h the mixture was acidified with 2 M HCl and the aqueous phase was extracted with EtOAc. The combined organics were washed with water, dried (Na2SO4), and concentrated to yield the title compound.